Task: describe an organic reaction: reactants, conditions, products, and yield. Dataset: the Open Reaction Database (ORD), a public repository of structured organic reaction records Starting materials: CCO, CCOC(=O)COc1cc(C)c(Cc2ccc(O)c(S(=O)(=O)c3ccc(F)cc3)c2)c(C)c1, [Na+], [OH-]. Yields the product Cc1cc(OCC(=O)O)cc(C)c1Cc1ccc(O)c(S(=O)(=O)c2ccc(F)cc2)c1. RXN SMILES: [CH3:36][CH2:37][OH:38].[F:1][c:2]1[cH:3][cH:4][c:5]([S:8](=[O:9])(=[O:10])[c:11]2[cH:12][c:13]([CH2:14][c:15]3[c:16]([CH3:29])[cH:17][c:18]([O:19][CH2:20][C:21](=[O:22])[O:23][CH2:24][CH3:25])[cH:26][c:27]3[CH3:28])[cH:30][cH:31][c:32]2[OH:33])[cH:6][cH:7]1.[Na+:35].[OH-:34]>>[F:1][c:2]1[cH:3][cH:4][c:5]([S:8](=[O:9])(=[O:10])[c:11]2[cH:12][c:13]([CH2:14][c:15]3[c:16]([CH3:29])[cH:17][c:18]([O:19][CH2:20][C:21](=[O:22])[OH:23])[cH:26][c:27]3[CH3:28])[cH:30][cH:31][c:32]2[OH:33])[cH:6][cH:7]1. As a reaction SMILES: [CH2:1]([O:2][P:3]([O:4][CH2:5][CH3:6])(=[O:7])[CH2:9][C:10](=[O:11])[O:12][CH2:13][CH3:14])[CH3:8].[CH3:45][N:46]([CH3:47])[CH:48]=[O:49].[H-:15].[N:17]1([c:23]2[c:24]([CH:29]([CH2:30][CH2:31][CH3:32])[CH:33]([c:34]3[cH:35][cH:36][c:37]([CH:38]=[O:39])[cH:40][cH:41]3)[C:42](=[O:43])[NH2:44])[cH:25][cH:26][cH:27][cH:28]2)[CH2:18][CH2:19][CH2:20][CH2:21][CH2:22]1.[Na+:16]>>[CH:9]([C:10](=[O:11])[O:12][CH2:13][CH3:14])=[CH:38][c:37]1[cH:36][cH:35][c:34]([CH:33]([CH:29]([c:24]2[c:23]([N:17]3[CH2:18][CH2:19][CH2:20][CH2:21][CH2:22]3)[cH:28][cH:27][cH:26][cH:25]2)[CH2:30][CH2:31][CH3:32])[C:42](=[O:43])[NH2:44])[cH:41][cH:40]1. Reactants: CCOC(=O)CP(=O)(OCC)OCC, CN(C)C=O, [H-], CCCC(c1ccccc1N1CCCCC1)C(C(N)=O)c1ccc(C=O)cc1, [Na+]. Yields the product CCCC(c1ccccc1N1CCCCC1)C(C(N)=O)c1ccc(C=CC(=O)OCC)cc1. The product is [Si](C)(C)(C(C)(C)C)OCC1=CC=C(CO)C=C1 (4-(tert-butyldimethylsilyloxymethyl)benzyl alcohol). Procedure: α-[4-(tert-Butyldimethylsilyloxymethyl)-benzyloxy][4-(tert-butyldimethylsilyloxymethyl)styrene] and α-[(tert-Butyldimethylsilyloxymethyl )-benzyloxy][3-(tert-butyldimethylsilyloxymethyl)styrene]. (Formula II, R1 =tert-butyldimethylsilyloxymethylphenyl, R2 =4-tert-butyldimethylsilyloxymethylbenzyl). Methyl 4-(hydroxymethyl)benzoate was treated with tert-butyldimethylsilyl chloride using the general procedure described in Journal of the American Chemical Society, 1972, 94, 6190. The resulting prod... Starting materials: OCC1=CC=C(C(=O)OC)C=C1 (Methyl 4-(hydroxymethyl)benzoate), [Si](C)(C)(C(C)(C)C)Cl (tert-butyldimethylsilyl chloride), [Si](C)(C)(C(C)(C)C)OCC1=CC=C(COC(=C)C2=CC=C(C=C2)CO[Si](C)(C)C(C)(C)C)C=C1 (α-[4-(tert-Butyldimethylsilyloxymethyl)-benzyloxy][4-(tert-butyldimethylsilyloxymethyl)styrene]), [Si](C)(C)(C(C)(C)C)OCC(C1=CC=CC=C1)OC(=C)C1=CC(=CC=C1)CO[Si](C)(C)C(C)(C)C (α-[(tert-Butyldimethylsilyloxymethyl )-benzyloxy][3-(tert-butyldimethylsilyloxymethyl)styrene]), C(C1=CC=CC=C1)OC(=C)C1=CC(=CC=C1)CO[Si](C)(C)C(C)(C)C (α-Benzyloxy[3-(tert-butyldimethylsilyloxymethyl)styrene]), [H-].[Al+3].[Li+].[H-].[H-].[H-] (lithium aluminium hydride). RXN SMILES: [Si:1]([O:8][CH2:9][C:10]1[CH:34]=[CH:33][C:13]([CH2:14][O:15]C(C2C=CC(CO[Si](C(C)(C)C)(C)C)=CC=2)=C)=[CH:12][CH:11]=1)([C:4]([CH3:7])([CH3:6])[CH3:5])([CH3:3])[CH3:2].[Si](OCC(OC(C1C=CC=C(CO[Si](C(C)(C)C)(C)C)C=1)=C)C1C=CC=CC=1)(C(C)(C)C)(C)C.C(OC(C1C=CC=C(CO[Si](C(C)(C)C)(C)C)C=1)=C)C1C=CC=CC=1.OCC1C=CC(C(OC)=O)=CC=1.[Si](Cl)(C(C)(C)C)(C)C.[H-].[Al+3].[Li+].[H-].[H-].[H-]>>[Si:1]([O:8][CH2:9][C:10]1[CH:34]=[CH:33][C:13]([CH2:14][OH:15])=[CH:12][CH:11]=1)([C:4]([CH3:7])([CH3:6])[CH3:5])([CH3:3])[CH3:2] |f:5.6.7.8.9.10|. The reactants are CCOC(=O)CBr, O=C([O-])[O-], CC#N, CNCCc1c(Cl)cccc1[N+](=O)[O-], [K+], [K+]. Yields the product CCOC(=O)CN(C)CCc1c(Cl)cccc1[N+](=O)[O-]. RXN SMILES: [Br:15][CH2:16][C:17](=[O:18])[O:19][CH2:20][CH3:21].[C:22](=[O:23])([O-:24])[O-:25].[CH3:28][C:29]#[N:30].[Cl:1][c:2]1[c:3]([CH2:11][CH2:12][NH:13][CH3:14])[c:4]([N+:8](=[O:9])[O-:10])[cH:5][cH:6][cH:7]1.[K+:26].[K+:27]>>[Cl:1][c:2]1[c:3]([CH2:11][CH2:12][N:13]([CH3:14])[CH2:16][C:17](=[O:18])[O:19][CH2:20][CH3:21])[c:4]([N+:8](=[O:9])[O-:10])[cH:5][cH:6][cH:7]1. Reactants: O (water), BrBr (Bromine), C(=O)N1CC(CC2=CC=CC=C12)NC=O (N-(1-formyl-1,2,3,4-tetrahydro-3-quinolyl)formamide), C(C)(=O)[O-].[Na+] (sodium acetate). Run in C(C)(=O)O (acetic acid). Conditions: time 30 minute. Yields the product C(=O)N1CC(CC2=CC(=CC=C12)Br)NC=O (N-(1-formyl-6-bromo-1,2,3,4-tetrahydro-3-quinolyl)formamide). The yield is 87.2%. As a reaction SMILES: [Br:1]Br.[CH:3]([N:5]1[C:14]2[C:9](=[CH:10][CH:11]=[CH:12][CH:13]=2)[CH2:8][CH:7]([NH:15][CH:16]=[O:17])[CH2:6]1)=[O:4].C([O-])(=O)C.[Na+].O>C(O)(=O)C>[CH:3]([N:5]1[C:14]2[C:9](=[CH:10][C:11]([Br:1])=[CH:12][CH:13]=2)[CH2:8][CH:7]([NH:15][CH:16]=[O:17])[CH2:6]1)=[O:4] |f:2.3|. Reported procedure: Bromine (10.2 g, 0.064 mol) was added to a stirred solution of N-(1-formyl-1,2,3,4-tetrahydro-3-quinolyl)formamide (14.0 g, 0.065 mol) in acetic acid (70 mL) containing anhydrous sodium acetate (10.2 g, 0.12 mol). The solution was stirred for 30 minutes and water (500 mL) was added. The precipitate was filtered off and air dried to give 15.8 g (86%) of N-(1-formyl-6-bromo-1,2,3,4-tetrahydro-3-quinolyl)formamide, mp 174°-178° C. A sample was recrystallized from ethanol for analysis; mp 178°-181° ... Starting materials: CN(C)c1ccncc1, C(=NC1CCCCC1)=NC1CCCCC1, Cc1nc(Cl)cc(C(=O)O)n1, ClCCl, NS(=O)(=O)Cc1ccccc1[N+](=O)[O-]. Yields the product Cc1nc(Cl)cc(C(=O)NS(=O)(=O)Cc2ccccc2[N+](=O)[O-])n1. Reaction SMILES: [CH3:41][N:42]([CH3:43])[c:44]1[cH:45][cH:46][n:47][cH:48][cH:49]1.[CH:15]1([N:16]=[C:17]=[N:18][CH:19]2[CH2:20][CH2:21][CH2:22][CH2:23][CH2:24]2)[CH2:25][CH2:26][CH2:27][CH2:28][CH2:29]1.[Cl:30][c:31]1[cH:32][c:33]([C:38](=[O:39])[OH:40])[n:34][c:35]([CH3:37])[n:36]1.[Cl:50][CH2:51][Cl:52].[N+:1](=[O:2])([O-:3])[c:4]1[c:5]([CH2:6][S:7](=[O:8])(=[O:9])[NH2:10])[cH:11][cH:12][cH:13][cH:14]1>>[N+:1](=[O:2])([O-:3])[c:4]1[c:5]([CH2:6][S:7](=[O:8])(=[O:9])[NH:10][C:38]([c:33]2[cH:32][c:31]([Cl:30])[n:36][c:35]([CH3:37])[n:34]2)=[O:39])[cH:11][cH:12][cH:13][cH:14]1. Starting materials: Cc1nc(Br)c([N+](=O)[O-])c(=O)[nH]1, CCN(C(C)C)C(C)C, CN(C)C=O, Clc1ccc2c(c1)CCNCC2. Yields the product Cc1nc(N2CCc3ccc(Cl)cc3CC2)c([N+](=O)[O-])c(=O)[nH]1. Reaction SMILES: [Br:1][c:2]1[c:3]([N+:10](=[O:11])[O-:12])[c:4](=[O:9])[nH:5][c:6]([CH3:8])[n:7]1.[CH2:25]([N:26]([CH:27]([CH3:28])[CH3:29])[CH:30]([CH3:31])[CH3:32])[CH3:33].[CH3:34][N:35]([CH3:36])[CH:37]=[O:38].[Cl:13][c:14]1[cH:15][c:16]2[c:17]([cH:23][cH:24]1)[CH2:18][CH2:19][NH:20][CH2:21][CH2:22]2>>[c:2]1([N:20]2[CH2:19][CH2:18][c:17]3[c:16]([cH:15][c:14]([Cl:13])[cH:24][cH:23]3)[CH2:22][CH2:21]2)[c:3]([N+:10](=[O:11])[O-:12])[c:4](=[O:9])[nH:5][c:6]([CH3:8])[n:7]1.